Dataset: the Open Reaction Database (ORD), a public repository of structured organic reaction records. Task: describe an organic reaction: reactants, conditions, products, and yield The reactants are FC(C=1C=C(C=C(C1)C(F)(F)F)[C@@H]1[C@@H](N(C(O1)=O)CC1=C(CN(CC)C[C@@H]2CC[C@H](CC2)CC(=O)OCC)C=CC(=C1)C(F)(F)F)C)(F)F (ethyl (trans-4-{[[2-({(4S,5R)-5-[3,5-bis(trifluoromethyl)phenyl]-4-methyl-2-oxo-1,3-oxazolidin-3-yl}methyl)-4-(trifluoromethyl)benzyl](ethyl)amino]methyl}cyclohexyl)acetate), [OH-].[K+] (KOH), CO (MeOH). The solvent is CCO (EtOH), O (water), O (water). Conditions: time 30 minute. Yields the product FC(C=1C=C(C=C(C1)C(F)(F)F)[C@@H]1[C@@H](N(C(O1)=O)CC1=C(CN(CC)C[C@@H]2CC[C@H](CC2)CC(=O)O)C=CC(=C1)C(F)(F)F)C)(F)F ((trans-4-{[[2-({(4S,5R)-5-[3,5-bis(trifluoromethyl)phenyl]-4-methyl-2-oxo-1,3-oxazolidin-3-yl}methyl)-4-(trifluoromethyl)benzyl](ethyl)amino]methyl}cyclohexyl)acetic acid). Reaction SMILES: [F:1][C:2]([F:49])([F:48])[C:3]1[CH:4]=[C:5]([C@H:13]2[O:17][C:16](=[O:18])[N:15]([CH2:19][C:20]3[CH:42]=[C:41]([C:43]([F:46])([F:45])[F:44])[CH:40]=[CH:39][C:21]=3[CH2:22][N:23]([CH2:26][C@H:27]3[CH2:32][CH2:31][C@H:30]([CH2:33][C:34]([O:36]CC)=[O:35])[CH2:29][CH2:28]3)[CH2:24][CH3:25])[C@H:14]2[CH3:47])[CH:6]=[C:7]([C:9]([F:12])([F:11])[F:10])[CH:8]=1.[OH-].[K+].CO>CCO.O>[F:12][C:9]([F:10])([F:11])[C:7]1[CH:6]=[C:5]([C@H:13]2[O:17][C:16](=[O:18])[N:15]([CH2:19][C:20]3[CH:42]=[C:41]([C:43]([F:44])([F:45])[F:46])[CH:40]=[CH:39][C:21]=3[CH2:22][N:23]([CH2:26][C@H:27]3[CH2:28][CH2:29][C@H:30]([CH2:33][C:34]([OH:36])=[O:35])[CH2:31][CH2:32]3)[CH2:24][CH3:25])[C@H:14]2[CH3:47])[CH:4]=[C:3]([C:2]([F:1])([F:49])[F:48])[CH:8]=1 |f:1.2|. Procedure: To a solution of ethyl (trans-4-{[[2-({(4S,5R)-5-[3,5-bis(trifluoromethyl)phenyl]-4-methyl-2-oxo-1,3-oxazolidin-3-yl}methyl)-4-(trifluoromethyl)benzyl](ethyl)amino]methyl}cyclohexyl)acetate (51 mg, 0.0718 mmol) in EtOH (3 mL) and water (2 mL) was added 4 M KOH (500 μL). The mixture was stirred at room temperature for 30 minutes and then water (1 mL) and MeOH (100 μL) were added. After an additional hour, the reaction was quenched with 1 N HCl (5 mL), diluted with EtOAc (20 mL) and washed with br...